From a dataset of the Open Reaction Database (ORD), a public repository of structured organic reaction records. describe an organic reaction: reactants, conditions, products, and yield Reactants: COC1=CC=C(C=C1)C=CC1=C(C=C(C=C1)C)[N+](=O)[O-] (2-(4-Methoxy-phenyl)-vinyl-4-methyl-2-nitro-benzene), [H][H] (hydrogen). The reagents and catalysts are [Pd] (palladium on charcoal). Solvent: C(C)O (ethanol). Yields the product COC1=CC=C(C=C1)CCC1=C(C=C(C=C1)C)N (2-[2-(4-Methoxy-phenyl)-ethyl]-5-methyl-phenylamine). The yield is 96.7%. RXN SMILES: [CH3:1][O:2][C:3]1[CH:8]=[CH:7][C:6]([CH:9]=[CH:10][C:11]2[CH:16]=[CH:15][C:14]([CH3:17])=[CH:13][C:12]=2[N+:18]([O-])=O)=[CH:5][CH:4]=1.[H][H]>[Pd].C(O)C>[CH3:1][O:2][C:3]1[CH:4]=[CH:5][C:6]([CH2:9][CH2:10][C:11]2[CH:16]=[CH:15][C:14]([CH3:17])=[CH:13][C:12]=2[NH2:18])=[CH:7][CH:8]=1. Procedure: To a solution of the product from Example 106A (164 mg, 0.6 mmol) and 10% palladium on charcoal (50 mg) in ethanol (20 ml) was hydrogenated with a hydrogen balloon for three days. The solvent was filtered through celite, washed with ethanol and evaporated under vacuum to provide the title compound (140 mg, 97%). Starting materials: CS(=O)(=O)OC1CCN(CC1)C(=O)OC(C)(C)C (tert-butyl 4-((methylsulfonyl)oxy)piperidine-1-carboxylate), C(C)OC=1C=C(C=CC1)S (3-ethoxybenzenethiol). Yields the product C(C)OC=1C=C(C=CC1)SC1CCN(CC1)C(=O)OC(C)(C)C (tert-Butyl 4-((3-ethoxyphenyl)thio)piperidine-1-carboxylate). The yield is 67.0%. RXN SMILES: CS(O[CH:6]1[CH2:11][CH2:10][N:9]([C:12]([O:14][C:15]([CH3:18])([CH3:17])[CH3:16])=[O:13])[CH2:8][CH2:7]1)(=O)=O.[CH2:19]([O:21][C:22]1[CH:23]=[C:24]([SH:28])[CH:25]=[CH:26][CH:27]=1)[CH3:20]>>[CH2:19]([O:21][C:22]1[CH:23]=[C:24]([S:28][CH:6]2[CH2:7][CH2:8][N:9]([C:12]([O:14][C:15]([CH3:16])([CH3:17])[CH3:18])=[O:13])[CH2:10][CH2:11]2)[CH:25]=[CH:26][CH:27]=1)[CH3:20]. Procedure details: The title compound was prepared in 67% yield (1.29 g, yellow oil) from tert-butyl 4-((methylsulfonyl)oxy)piperidine-1-carboxylate (1.60 g, 5.73 mmol) and 3-ethoxybenzenethiol (1.06 g, 6.87 mmol) by the similar manner in Step-1 of Intermediate-4. Starting materials: C(C)(=O)[O-].[NH4+] (ammonium acetate), FC1=C(C(=O)C2CCN(CC2)C=O)C=CC(=C1)F (4-(2,4-difluorobenzoyl)-1-formylpiperidine), Cl.NO (hydroxylamine hydrochloride). The solvent is O (water), C(C)O (ethanol). The product is FC1=C(C(=O)C2CCN(CC2)C=NO)C=CC(=C1)F (4-(2,4-Difluorobenzoyl)-1-formylpiperidine oxime). Yield: 75.5%. As a reaction SMILES: C([O-])(=O)C.[NH4+:5].[F:6][C:7]1[CH:22]=[C:21]([F:23])[CH:20]=[CH:19][C:8]=1[C:9]([CH:11]1[CH2:16][CH2:15][N:14]([CH:17]=O)[CH2:13][CH2:12]1)=[O:10].Cl.N[OH:26]>O.C(O)C>[F:6][C:7]1[CH:22]=[C:21]([F:23])[CH:20]=[CH:19][C:8]=1[C:9]([CH:11]1[CH2:16][CH2:15][N:14]([CH:17]=[N:5][OH:26])[CH2:13][CH2:12]1)=[O:10] |f:0.1,3.4|. Procedure: A solution of 12 g of ammonium acetate in 45 ml of water was added to a solution of 15 g of 4-(2,4-difluorobenzoyl)-1-formylpiperidine and 6 g of hydroxylamine hydrochloride in 35 ml of ethanol. The mixture was heated for 18 hrs at 90°, with stirring. The solvent was evaporated in vacuum until precipitation occurred. Water (500 ml) was added. The mixture was filtered, washed with 300 ml of water and dried in vacuum over phosphorous pentoxide to yield 12 g (75.5%) of product. Recrystallization fr... Reactants: CN(C)C1=NC=CC=C1 (dimethylaminopyridine), C1(CCCCC1)N=C=NC1CCCCC1 (dicyclohexylcarbodiimide), OS(=O)(=O)O (H2SO4), (NH4)4Ce(SO4)4, ( V ), [Na] (sodium), S([O-])(O)(=O)=O.[Na+] (sodium bisulfate), ( VI ). The reagents and catalysts are [NH4+].[NH4+].[O-][Mo](=O)(=O)[O-] (ammonium molybdate). The solvent is O (water), O (H2O), C(C)(=O)OCC.CCCCCC (ethyl acetate hexane), C(Cl)Cl (CH2Cl2), O (water). Conditions: temperature 2.5 celsius, time 15 minute. Yields the product C(=O)(NC1CCCCC1)NC1CCCCC1 (dicyclohexylurea). RXN SMILES: [Na].S(=O)(=O)(O)[O-].[Na+].CN(C1C=CC=CN=1)C.[CH:17]1([N:23]=[C:24]=[N:25][CH:26]2[CH2:31][CH2:30][CH2:29][CH2:28][CH2:27]2)[CH2:22][CH2:21][CH2:20][CH2:19][CH2:18]1.[OH:32]S(O)(=O)=O>O.[NH4+].[NH4+].[O-][Mo]([O-])(=O)=O.C(OCC)(=O)C.CCCCCC.C(Cl)Cl>[C:24]([NH:23][CH:17]1[CH2:18][CH2:19][CH2:20][CH2:21][CH2:22]1)([NH:25][CH:26]1[CH2:31][CH2:30][CH2:29][CH2:28][CH2:27]1)=[O:32] |f:1.2,7.8.9,10.11,^1:0|. Procedure details: A solution containing 10.3 g of (V) in the form of sodium salt in 100 ml of water is cooled to 0-5° C. and adjusted to pH 2-3 with a 2 M sodium bisulfate solution. The reaction mixture is stirred at 0° C. for 15 minutes and then CH2Cl2 (70 ml) is added. The two phases are separated and the aqueous layer extracted once with CH2Cl2 (1×50 ml). The combined organic phases are washed with a saturated solution of NaCl (1×25 ml) (360 g/l) and dried over anhydrous Mg2SO4 (3 g, KF 0.12%). After filtratio... The reactants are ice, [Cl-].[NH4+] (ammonium chloride), COC=1C=C(C=O)C=CC1OC (3,4-dimethoxybenzaldehyde), C(=C)[Mg]Br (vinylmagnesium bromide), C(=C)[Mg]Br (vinylmagnesium bromide). Solvent: C1CCOC1 (THF). Run at temperature 0 celsius, time 2 hour. Product: COC=1C=C(C=CC1OC)C(C=C)O (1-(3,4-Dimethoxy-phenyl)-prop-2-en-1-ol). Yield: 83.6%. Reaction SMILES: [CH3:1][O:2][C:3]1[CH:4]=[C:5]([CH:8]=[CH:9][C:10]=1[O:11][CH3:12])[CH:6]=[O:7].[CH:13]([Mg]Br)=[CH2:14].[Cl-].[NH4+]>C1COCC1>[CH3:1][O:2][C:3]1[CH:4]=[C:5]([CH:6]([OH:7])[CH:13]=[CH2:14])[CH:8]=[CH:9][C:10]=1[O:11][CH3:12] |f:2.3|. Procedure: To a solution of 3,4-dimethoxybenzaldehyde (5.30 g, 31.9 mmol) in THF (50 mL) was added dropwise under a nitrogen atmosphere at 0° C. over a period of 30 min vinylmagnesium bromide (1 M in THF, 32 mL, 32 mmol) and stirred for 2 h at 0° C. followed by 1 h at ambient temperature. Further vinylmagnesium bromide (1 M in THF, 32 mL, 32 mmol) was added at 0° C. and the solution was stirred for 1 h at this temperature. The reaction mixture was added onto a mixture of ice (50 g) and aqueous ammonium chl... Conditions: time 18 hour. Solvent: CO.CC(=O)O (MeOH AcOH), CCOC(=O)C (EtOAc). Reaction SMILES: [C:1]([C:5]1[C:6]([Cl:34])=[C:7]([C:11]2[NH:33][C:14]3[C:15]([O:29][CH2:30][CH:31]=O)=[N:16][C:17]([C:19]4[CH:24]=[CH:23][CH:22]=[CH:21][C:20]=4[C:25]([F:28])([F:27])[F:26])=[CH:18][C:13]=3[N:12]=2)[N:8]([CH3:10])[N:9]=1)([CH3:4])([CH3:3])[CH3:2].[CH3:35][NH:36][CH3:37].C1COCC1.C([BH3-])#N.[Na+]>CCOC(C)=O.CO.CC(O)=O>[C:1]([C:5]1[C:6]([Cl:34])=[C:7]([C:11]2[NH:33][C:14]3[C:15]([O:29][CH2:30][CH2:31][N:36]([CH3:37])[CH3:35])=[N:16][C:17]([C:19]4[CH:24]=[CH:23][CH:22]=[CH:21][C:20]=4[C:25]([F:26])([F:27])[F:28])=[CH:18][C:13]=3[N:12]=2)[N:8]([CH3:10])[N:9]=1)([CH3:4])([CH3:2])[CH3:3] |f:3.4,6.7|. Product: C(C)(C)(C)C=1C(=C(N(N1)C)C1=NC2=C(C(=NC(=C2)C2=C(C=CC=C2)C(F)(F)F)OCCN(C)C)N1)Cl ({2-[2-(5-tert-Butyl-4-chloro-2-methyl-2H-pyrazol-3-yl)-6-(2-trifluoromethyl-phenyl)-3H-imidazo[4,5-c]pyridin-4-yloxy]-ethyl}-dimethyl-amine). Reactants: C(#N)[BH3-].[Na+] (sodium cyanoborohydride), C(C)(C)(C)C=1C(=C(N(N1)C)C1=NC2=C(C(=NC(=C2)C2=C(C=CC=C2)C(F)(F)F)OCC=O)N1)Cl ([2-(5-tert-butyl-4-chloro-2-methyl-2H-pyrazol-3-yl)-6-(2-trifluoromethyl-phenyl)-3H-imidazo[4,5-c]pyridin-4-yloxy]-acetaldehyde), CNC (dimethyl amine), C1CCOC1 (THF). Procedure details: To a mixture of [2-(5-tert-butyl-4-chloro-2-methyl-2H-pyrazol-3-yl)-6-(2-trifluoromethyl-phenyl)-3H-imidazo[4,5-c]pyridin-4-yloxy]-acetaldehyde (40.0 mg, 0.0813 mmol, prepared as described in Example 12, STEP A) in 30:1 MeOH/AcOH (2 mL) was added 2.0 M dimethyl amine in THF (81.3 μL, 0.163 mmol) followed by sodium cyanoborohydride (10.2 mg, 0.163 mmol). After stirring at room temperature for 18 h, the resulting mixture was treated with EtOAc (50 mL) and washed with saturated aqueous NH4Cl (20 mL... Starting materials: COC(=O)CC1=CC=C(OC[C@H]2C[C@@H]3N(CCN(C3)C3=NC=C(C=N3)F)C2)C=C1 ((7S,8aS)-7-(4-((methoxycarbonyl)methyl)phenoxy)methyl-2-(5-fluoropyrimidin-2-yl)-1,2,3,4,6,7,8,8a-octahydro-pyrrolo[1,2-a]pyrazine), ice, [H-].[Al+3].[Li+].[H-].[H-].[H-] (lithium aluminum hydride). Run in C(C)OCC (ethyl ether), C(C)OCC (ethyl ether). Conditions: time 30 minute. Product: OCCC1=CC=C(OC[C@H]2C[C@@H]3N(CCN(C3)C3=NC=C(C=N3)F)C2)C=C1 ((7S,8aS)-7-(4-(2-Hydroxyethyl)phenoxy)methyl-2-(5-fluoropyrimidin-2-yl)-1,2,3,4,6,7,8,8a-octahydro-pyrrolo[1,2-a]pyrazine). Yield: 61.0%. Reaction SMILES: C[O:2][C:3]([CH2:5][C:6]1[CH:29]=[CH:28][C:9]([O:10][CH2:11][C@@H:12]2[CH2:27][N:15]3[CH2:16][CH2:17][N:18]([C:20]4[N:25]=[CH:24][C:23]([F:26])=[CH:22][N:21]=4)[CH2:19][C@@H:14]3[CH2:13]2)=[CH:8][CH:7]=1)=O.[H-].[Al+3].[Li+].[H-].[H-].[H-]>C(OCC)C>[OH:2][CH2:3][CH2:5][C:6]1[CH:29]=[CH:28][C:9]([O:10][CH2:11][C@@H:12]2[CH2:27][N:15]3[CH2:16][CH2:17][N:18]([C:20]4[N:21]=[CH:22][C:23]([F:26])=[CH:24][N:25]=4)[CH2:19][C@@H:14]3[CH2:13]2)=[CH:8][CH:7]=1 |f:1.2.3.4.5.6|. Procedure details: A solution of 0.13 g (0.33 mmol) of (7S,8aS)-7-(4-((methoxycarbonyl)methyl)phenoxy)methyl-2-(5-fluoropyrimidin-2-yl)-1,2,3,4,6,7,8,8a-octahydro-pyrrolo[1,2-a]pyrazine (Example 11i) in 15 mL of anhydrous ethyl ether was added dropwise to an ice-cold suspension of 0.025 g (0.65 mmol) of lithium aluminum hydride in 15 mL of anhydrous ethyl ether and the mixture stirred for 30 min. The reaction was carefully quenched at 0° C. with 0.025 mL of water, 0.025 mL of 15% sodium hydroxide, and 0.075 mL of ...